Task: describe an organic reaction: reactants, conditions, products, and yield. Dataset: the Open Reaction Database (ORD), a public repository of structured organic reaction records Reactants: COCN(CC1=CC=CC=C1)C[Si](C)(C)C (N-methoxymethyl-N-(phenylmethyl)trimethylsilylmethylamine), C1(CCCC1)OC=1C=C(C=CC1OC)C(C(=O)OC)=C (methyl 2-(3-cyclopentoxy-4-methoxyphenyl)prop-2-enoate), solution, FC(C(=O)O)(F)F (trifluoroacetic acid). Solvent: C(Cl)Cl (CH2Cl2). Run at time 12 hour. Yields the product C1(CCCC1)OC=1C=C(C=CC1OC)C1(CN(CC1)CC1=CC=CC=C1)C(=O)OC (3-(3-cyclopentoxy-4-methoxyphenyl)-3-methoxycarbonyl-1-(phenylmethyl)pyrrolidine). The yield is 97.7%. Reaction SMILES: CO[CH2:3][N:4]([CH2:12][Si](C)(C)C)[CH2:5][C:6]1[CH:11]=[CH:10][CH:9]=[CH:8][CH:7]=1.[CH:17]1([O:22][C:23]2[CH:24]=[C:25]([C:31](=[CH2:36])[C:32]([O:34][CH3:35])=[O:33])[CH:26]=[CH:27][C:28]=2[O:29][CH3:30])[CH2:21][CH2:20][CH2:19][CH2:18]1.FC(F)(F)C(O)=O>C(Cl)Cl>[CH:17]1([O:22][C:23]2[CH:24]=[C:25]([C:31]3([C:32]([O:34][CH3:35])=[O:33])[CH2:36][CH2:3][N:4]([CH2:5][C:6]4[CH:7]=[CH:8][CH:9]=[CH:10][CH:11]=4)[CH2:12]3)[CH:26]=[CH:27][C:28]=2[O:29][CH3:30])[CH2:18][CH2:19][CH2:20][CH2:21]1. Procedure details: To a solution of N-methoxymethyl-N-(phenylmethyl)trimethylsilylmethylamine (1.42 g, 6.0 mmol) and methyl 2-(3-cyclopentoxy-4-methoxyphenyl)prop-2-enoate (1.38 g, 5.0 mmol) in 10 mL of CH2Cl2 cooled to 0° C. was added a 0.7 mL of a 1M solution of trifluoroacetic acid. Stirring was continued for 12 hr, and the solution was partitioned between ether and sat. NaHCO3. The layers were separated and the aqueous layer was extracted ethyl acetate (2×). The combined organic layers were dried (K2CO3), filt... Reactants: N[C@@H](C(C)(C)S)C(=O)O (Pen), COC(CCl)OC (chloroacetaldehyde dimethyl acetal), C(CCCO)O (1,4-butanediol). Solvent: CO (methanol). The product is ClCC1OCCCCO1 (2-chloromethyl 1,3-dioxepane), crude mixture. As a reaction SMILES: [CH3:1][O:2][CH:3]([O:6][CH3:7])[CH2:4][Cl:5].[CH2:8](O)[CH2:9]CCO.N[C@H](C(O)=O)C(S)(C)C>CO>[Cl:5][CH2:4][CH:3]1[O:6][CH2:7][CH2:9][CH2:8][CH2:1][O:2]1. Procedure details: 500 gms of chloroacetaldehyde dimethyl acetal (Aldrich catalog no C1940-6), 360 gms of 1,4-butanediol (Aldrich catalog no. 88,480 7) and 10 gms of Dowex 50 resin (Aldrich catalog No. 21,749-2) were placed in a 1000 ml, 3-neck round bottom flask equipped with a thermometer, a mechanical stirrer, a 8 inch Pen State column, and a distillation head. The mixture was heated to 115° C. under nitrogen blanket and methanol was removed continuously and the amount collected was measured by weigh up. The re... The product is O=C(O)c1ccc2c(c1)C=CC(=CCl)CO2. Reaction SMILES: [CH3:21][CH2:22][OH:23].[Cl:3][CH:4]=[C:5]1[CH2:6][O:7][c:8]2[c:9]([cH:12][c:13]([C:16](=[O:17])[O:18][CH3:19])[cH:14][cH:15]2)[CH:10]=[CH:11]1.[ClH:20].[K+:2].[OH-:1]>>[Cl:3][CH:4]=[C:5]1[CH2:6][O:7][c:8]2[c:9]([cH:12][c:13]([C:16](=[O:17])[OH:18])[cH:14][cH:15]2)[CH:10]=[CH:11]1. The reactants are CCO, COC(=O)c1ccc2c(c1)C=CC(=CCl)CO2, Cl, [K+], [OH-]. Reactants: CC(C)(C)C(=O)c1c[nH]c2ncc(Br)nc12, O=C([O-])[O-], COc1ccc(B(O)O)cc1, [K+], [K+], C1COCCO1, O. The product is COc1ccc(-c2cnc3[nH]cc(C(=O)C(C)(C)C)c3n2)cc1. Reaction SMILES: [Br:1][c:2]1[n:3][c:4]2[c:5]([n:6][cH:7]1)[nH:8][cH:9][c:10]2[C:11]([C:12]([CH3:13])([CH3:14])[CH3:15])=[O:16].[C:28](=[O:29])([O-:30])[O-:31].[CH3:17][O:18][c:19]1[cH:20][cH:21][c:22]([B:25]([OH:26])[OH:27])[cH:23][cH:24]1.[K+:32].[K+:33].[O:34]1[CH2:35][CH2:36][O:37][CH2:38][CH2:39]1.[OH2:40]>>[c:2]1(-[c:22]2[cH:21][cH:20][c:19]([O:18][CH3:17])[cH:24][cH:23]2)[n:3][c:4]2[c:5]([n:6][cH:7]1)[nH:8][cH:9][c:10]2[C:11]([C:12]([CH3:13])([CH3:14])[CH3:15])=[O:16]. Reactants: FC1=CC(=C(C=2C3=C(C(NC12)=O)SC=C3)C3=CC=C(CNC(OC(C)(C)C)=O)C=C3)OC (tert-butyl 4-(6-fluoro-8-methoxy-4-oxo-4,5-dihydrothieno[2,3-c]quinolin-9-yl)benzylcarbamate), Cl (HCl). The product is Cl.NCC1=CC=C(C=C1)C=1C=2C3=C(C(NC2C(=CC1OC)F)=O)SC=C3 (9-[4-(Aminomethyl)phenyl]-6-fluoro-8-methoxythieno[2,3-c]quinolin-4(5H)-one Hydrochloride). Yield: 90.0%. Reaction SMILES: [F:1][C:2]1[C:11]2[NH:10][C:9](=[O:12])[C:8]3[S:13][CH:14]=[CH:15][C:7]=3[C:6]=2[C:5]([C:16]2[CH:30]=[CH:29][C:19]([CH2:20][NH:21]C(=O)OC(C)(C)C)=[CH:18][CH:17]=2)=[C:4]([O:31][CH3:32])[CH:3]=1.[ClH:33]>>[ClH:33].[NH2:21][CH2:20][C:19]1[CH:29]=[CH:30][C:16]([C:5]2[C:6]3[C:7]4[CH:15]=[CH:14][S:13][C:8]=4[C:9](=[O:12])[NH:10][C:11]=3[C:2]([F:1])=[CH:3][C:4]=2[O:31][CH3:32])=[CH:17][CH:18]=1 |f:2.3|. Procedure: Following General Procedure D-1, tert-butyl 4-(6-fluoro-8-methoxy-4-oxo-4,5-dihydrothieno[2,3-c]quinolin-9-yl)benzylcarbamate (15 mg, 0.030 mmol) was reacted with HCl (2 N in diethyl ether, 1.5 mL) to afford the desired product (10 mg, 90%) as a white solid: 1H NMR (500 MHz, CD3OD) δ 7.63 (d, J=8.1 Hz, 2H), 7.58 (d, J=5.4 Hz, 1H), 7.36 (d, J=8.1 Hz, 2H), 7.32 (d, J=12.7 Hz, 1H), 6.04 (d, J=5.4 Hz, 1H), 4.27 (s, 2H), 3.72 (s, 3H); ESI MS m/z 355 [C19H15FN2O2S+H]+; HPLC 99% (AUC), tR=10.64 min. The reactants are BrC1=CC(=C(C(=O)[O-])C=C1)CBr (4-bromo-2-(bromomethyl)benzoate), COCCN (2-methoxyethylamine). Product: BrC=1C=C2CN(C(C2=CC1)=O)CCOC (5-bromo-2-(2-methoxyethyl)isoindolin-1-one). As a reaction SMILES: [Br:1][C:2]1[CH:10]=[CH:9][C:5]([C:6]([O-:8])=O)=[C:4]([CH2:11]Br)[CH:3]=1.[CH3:13][O:14][CH2:15][CH2:16][NH2:17]>>[Br:1][C:2]1[CH:3]=[C:4]2[C:5](=[CH:9][CH:10]=1)[C:6](=[O:8])[N:17]([CH2:16][CH2:15][O:14][CH3:13])[CH2:11]2. Reported procedure: This compound was prepared by using procedures analogous to those described for the synthesis of Example 52, Step 6 starting from 4-bromo-2-(bromomethyl)benzoate (AstaTech Cat. No. 27012) and 2-methoxyethylamine (Aldrich Cat No. 241067). LCMS (M+H)+=270.0/272.0. The reactants are C1CCC(CC1)N=C=NC2CCCCC2 (DCC), BrCC(=O)O (bromoacetic acid), COC(C(CNCC#C)NC(=O)OCC1=CC=CC=C1)=O (2-benzyloxycarbonylamino-3-(prop-2-ynylamino)-propionic acid methyl ester). Run in C(Cl)Cl (CH2Cl2), CCOCC (ether). Run at time 8 hour. Yields the product COC(C(CN(CC#C)C(CBr)=O)NC(=O)OCC1=CC=CC=C1)=O (2-Benzyloxycarbonylamino-3-(bromoactyl-prop-2-ynyl-amino)-propionic acid methyl ester). The yield is 47.9%. RXN SMILES: C1CCC(N=C=NC2CCCCC2)CC1.[Br:16][CH2:17][C:18](O)=[O:19].[CH3:21][O:22][C:23](=[O:41])[CH:24]([NH:30][C:31]([O:33][CH2:34][C:35]1[CH:40]=[CH:39][CH:38]=[CH:37][CH:36]=1)=[O:32])[CH2:25][NH:26][CH2:27][C:28]#[CH:29]>C(Cl)Cl.CCOCC>[CH3:21][O:22][C:23](=[O:41])[CH:24]([NH:30][C:31]([O:33][CH2:34][C:35]1[CH:36]=[CH:37][CH:38]=[CH:39][CH:40]=1)=[O:32])[CH2:25][N:26]([C:18](=[O:19])[CH2:17][Br:16])[CH2:27][C:28]#[CH:29]. Procedure: DCC (2.27 g, 11.0 mmol) and bromoacetic acid (1.48 g, 10.7 mmol) is added to a solution of 2-benzyloxycarbonylamino-3-(prop-2-ynylamino)-propionic acid methyl ester (3.10 g, 10.7 mmol) in CH2Cl2 at RT. The mixture is stirred overnight then diluted with ether. The white solid which precipitates out is filtered and the filtrate is concentrated to give a yellow oil. The crude product is purified by chromatography eluting with a gradient of 40% EtOAc/hexanes to 50% EtOAc/hexanes to yield the title p...